The task is: describe an organic reaction: reactants, conditions, products, and yield. This data is from the Open Reaction Database (ORD), a public repository of structured organic reaction records. The reactants are CCN=C=NCCCN(C)C, CN(C)c1ccncc1, O=C(O)CC(=O)N1CCC(Oc2cc(F)ccc2Cl)CC1, Cl, CN(C)C=O, O, On1nnc2ccccc21, Nc1ccc(-c2ccccc2)nc1. Yields the product O=C(CC(=O)N1CCC(Oc2cc(F)ccc2Cl)CC1)Nc1ccc(-c2ccccc2)nc1. Reaction SMILES: [CH3:32][CH2:33][N:34]=[C:35]=[N:36][CH2:37][CH2:38][CH2:39][N:40]([CH3:41])[CH3:42].[CH3:62][N:63]([c:64]1[cH:65][cH:66][n:67][cH:68][cH:69]1)[CH3:70].[Cl:1][c:2]1[c:3]([O:4][CH:5]2[CH2:6][CH2:7][N:8]([C:11]([CH2:12][C:13](=[O:14])[OH:15])=[O:16])[CH2:9][CH2:10]2)[cH:17][c:18]([F:21])[cH:19][cH:20]1.[ClH:43].[O:57]=[CH:58][N:59]([CH3:60])[CH3:61].[OH2:71].[OH:22][n:23]1[c:24]2[c:25]([cH:26][cH:27][cH:28][cH:29]2)[n:30][n:31]1.[c:44]1(-[c:50]2[cH:51][cH:52][c:53]([NH2:56])[cH:54][n:55]2)[cH:45][cH:46][cH:47][cH:48][cH:49]1>>[Cl:1][c:2]1[c:3]([O:4][CH:5]2[CH2:6][CH2:7][N:8]([C:11]([CH2:12][C:13](=[O:15])[NH:56][c:53]3[cH:52][cH:51][c:50](-[c:44]4[cH:45][cH:46][cH:47][cH:48][cH:49]4)[n:55][cH:54]3)=[O:16])[CH2:9][CH2:10]2)[cH:17][c:18]([F:21])[cH:19][cH:20]1.